From a dataset of the Open Reaction Database (ORD), a public repository of structured organic reaction records. describe an organic reaction: reactants, conditions, products, and yield The reactants are COC(=O)c1cccc2cc(O)ccc12, CN1CCCC1=O, Cc1nc(Cl)cc(Cl)n1, [K+], [K+], [K+], O, O=P([O-])([O-])[O-]. Product: COC(=O)c1cccc2cc(Oc3cc(Cl)nc(C)n3)ccc12. As a reaction SMILES: [CH3:1][O:2][C:3](=[O:4])[c:5]1[cH:6][cH:7][cH:8][c:9]2[cH:10][c:11]([OH:15])[cH:12][cH:13][c:14]12.[CH3:34][N:35]1[CH2:36][CH2:37][CH2:38][C:39]1=[O:40].[Cl:16][c:17]1[n:18][c:19]([CH3:24])[n:20][c:21]([Cl:23])[cH:22]1.[K+:30].[K+:31].[K+:32].[OH2:33].[P:25]([O-:26])([O-:27])([O-:28])=[O:29]>>[CH3:1][O:2][C:3](=[O:4])[c:5]1[cH:6][cH:7][cH:8][c:9]2[cH:10][c:11]([O:15][c:21]3[n:20][c:19]([CH3:24])[n:18][c:17]([Cl:16])[cH:22]3)[cH:12][cH:13][c:14]12. Starting materials: CC1C(NC(C(C1)C1=CC=C(C=C1)OC)C)=O (3,6-dimethyl-5-(4-methoxyphenyl)-3,4,5,6-tetrahydro-2-pyridone), [H-].[Al+3].[Li+].[H-].[H-].[H-] (lithium aluminium hydride). Run in O1CCCC1 (tetrahydrofuran), O1CCCC1 (tetrahydrofuran), O1CCCC1 (tetrahydrofuran), [OH-].[Na+] (sodium hydroxide), O (water), O (water). The product is CC1NCC(CC1C1=CC=C(C=C1)OC)C (2,5-dimethyl-3-(4-methoxyphenyl)piperidine). The yield is 65.7%. Reaction SMILES: [CH3:1][CH:2]1[CH2:7][CH:6]([C:8]2[CH:13]=[CH:12][C:11]([O:14][CH3:15])=[CH:10][CH:9]=2)[CH:5]([CH3:16])[NH:4][C:3]1=O.[H-].[Al+3].[Li+].[H-].[H-].[H-]>O1CCCC1.[OH-].[Na+].O>[CH3:16][CH:5]1[CH:6]([C:8]2[CH:9]=[CH:10][C:11]([O:14][CH3:15])=[CH:12][CH:13]=2)[CH2:7][CH:2]([CH3:1])[CH2:3][NH:4]1 |f:1.2.3.4.5.6,8.9|. Procedure details: A solution of 5.8 g (25 mmol) of 3,6-dimethyl-5-(4-methoxyphenyl)-3,4,5,6-tetrahydro-2-pyridone in 60 ml of dry tetrahydrofuran was added dropwise under nitrogen to a suspension of 1.63 g of lithium aluminium hydride (63 mmol) in 25 ml of dry tetrahydrofuran. After the reaction mixture had been refluxed for 2 hours, it was cooled and, while cooling with ice, 1.6 ml of water in 10 ml of tetrahydrofuran, 3.2 ml of 2N sodium hydroxide and 3.2 ml of water were successively added dropwise. After refl...